The task is: describe an organic reaction: reactants, conditions, products, and yield. This data is from the Open Reaction Database (ORD), a public repository of structured organic reaction records. The reactants are ClC1=CC(=NC=2N1N=CC2)NC(C2=CC=C(C=C2)C(C)(C)O)=O (N-(7-chloropyrazolo[1,5-a]pyrimidin-5-yl)-4-(2-hydroxypropan-2-yl)benzamide), CC1NCCC1 (2-methylpyrrolidine). Reagents/catalysts: CS(=O)C (DMSO). Solvent: CN1CCCC1=O (NMP), CO (methanol). Product: OC(C)(C)C1=CC=C(C(=O)NC2=NC=3N(C(=C2)N2C(CCC2)C)N=CC3)C=C1 (4-(2-hydroxypropan-2-yl)-N-(7-(2-methylpyrrolidin-1-yl)pyrazolo[1,5-a]pyrimidin-5-yl)benzamide). Isolated yield 29.7%. As a reaction SMILES: Cl[C:2]1[N:7]2[N:8]=[CH:9][CH:10]=[C:6]2[N:5]=[C:4]([NH:11][C:12](=[O:23])[C:13]2[CH:18]=[CH:17][C:16]([C:19]([OH:22])([CH3:21])[CH3:20])=[CH:15][CH:14]=2)[CH:3]=1.[CH3:24][CH:25]1[CH2:29][CH2:28][CH2:27][NH:26]1>CN1C(=O)CCC1.CS(C)=O.CO>[OH:22][C:19]([C:16]1[CH:17]=[CH:18][C:13]([C:12]([NH:11][C:4]2[CH:3]=[C:2]([N:26]3[CH2:27][CH2:28][CH2:29][CH:25]3[CH3:24])[N:7]3[N:8]=[CH:9][CH:10]=[C:6]3[N:5]=2)=[O:23])=[CH:14][CH:15]=1)([CH3:21])[CH3:20]. Reported procedure: A solution of N-(7-chloropyrazolo[1,5-a]pyrimidin-5-yl)-4-(2-hydroxypropan-2-yl)benzamide (2D, 50 mg, 151 mmol) and 2-methylpyrrolidine (26 mg, 0.302 mmol) in NMP (0.950 mL) was stirred at 85° C. overnight. After cooling to room temperature, the mixture was diluted with a few drops of DMSO and methanol, and was then purified by preparatory HPLC, 25-50% (MeCN/H2O gradient+0.01% TFA). Lyophilization of the combined fractions gave the titled compound as a orange solid (34 mg, 59%). 1H NMR (400 MHz,... Starting materials: CCO, CC(C)(C)C1(CCc2ccc(Cl)cc2)CO1, c1nc[nH]n1. Product: CC(C)(C)C(O)(CCc1ccc(Cl)cc1)Cn1cncn1. As a reaction SMILES: [CH3:22][CH2:23][OH:24].[Cl:1][c:2]1[cH:3][cH:4][c:5]([CH2:8][CH2:9][C:10]2([C:13]([CH3:14])([CH3:15])[CH3:16])[O:11][CH2:12]2)[cH:6][cH:7]1.[nH:17]1[n:18][cH:19][n:20][cH:21]1>>[Cl:1][c:2]1[cH:3][cH:4][c:5]([CH2:8][CH2:9][C:10]([OH:11])([CH2:12][n:17]2[n:18][cH:19][n:20][cH:21]2)[C:13]([CH3:14])([CH3:15])[CH3:16])[cH:6][cH:7]1. Starting materials: OC1=CC=C(C=C1)C1(CCOCC1)C#N (4-(4-Hydroxy-phenyl)-tetrahydro-pyran-4-carbonitrile), ClCCC(C)N1CCCC1 (1-(3-chloro-1-methyl-propyl)-pyrrolidine), C(=O)([O-])[O-].[K+].[K+] (K2CO3). Solvent: CN(C)C=O (DMF). The product is N1(CCCC1)C(CCOC1=CC=C(C=C1)C1(CCOCC1)C#N)C (4-[4-(3-Pyrrolidin-1-ylbutoxy)phenyl]tetrahydropyran-4-carbonitrile). Isolated yield 9.4%. Reaction SMILES: [OH:1][C:2]1[CH:7]=[CH:6][C:5]([C:8]2([C:14]#[N:15])[CH2:13][CH2:12][O:11][CH2:10][CH2:9]2)=[CH:4][CH:3]=1.Cl[CH2:17][CH2:18][CH:19]([N:21]1[CH2:25][CH2:24][CH2:23][CH2:22]1)[CH3:20].C([O-])([O-])=O.[K+].[K+]>CN(C=O)C>[N:21]1([CH:19]([CH3:20])[CH2:18][CH2:17][O:1][C:2]2[CH:7]=[CH:6][C:5]([C:8]3([C:14]#[N:15])[CH2:13][CH2:12][O:11][CH2:10][CH2:9]3)=[CH:4][CH:3]=2)[CH2:25][CH2:24][CH2:23][CH2:22]1 |f:2.3.4|. Procedure details: 4-(4-Hydroxy-phenyl)-tetrahydro-pyran-4-carbonitrile (1.0 g, 4.9 mmol), 1-(3-chloro-1-methyl-propyl)-pyrrolidine (780 mg, 3.90 mmol), DMF (20 ml) and K2CO3 (2.71 g, 19.60 mmol) were reacted together according to general procedure E. The organic phase was washed with 2M NaOH (3×20 ml), water (2×20 ml), dried over MgSO4, fitered and concentrated in vacuo at 35° C. and purified by preparative HPLC, eluting with acetonitrile/water/0.1% TFA as a gradient, to provide the title compound (120 mg, 9%) as... Reagents/catalysts: [Pd] (palladium-on-charcoal). The solvent is C(C)(=O)OCC (ethyl acetate). Yields the product CC1(C=2C=CC(=CC2C(CC1)(C)C)C(C)C=1C=C(C(=O)OC)C=CC1)C (Methyl 3-[1-(5,5,8,8-tetramethyl-5,6,7,8-tetrahydro-2-naphthyl)ethyl]benzoate). Reported procedure: A solution of methyl 3-[1-(5,5,8,8-tetramethyl-5,6,7,8-tetrahydro-2-naphthyl)vinyl]phenylcarboxylate (1.2 g, 3.45 mmol) in ethyl acetate, in the presence of palladium-on-charcoal (0.3 g) at a pressure of 6 bar of hydrogen, is stirred at room temperature for 4 h. The mixture is filtered through Celite and then concentrated on a rotary evaporator under vacuum at 40° C. As a reaction SMILES: [CH3:1][C:2]1([CH3:26])[CH2:11][CH2:10][C:9]([CH3:13])([CH3:12])[C:8]2[CH:7]=[C:6]([C:14]([C:16]3[CH:17]=[C:18]([C:22]([O:24][CH3:25])=[O:23])[CH:19]=[CH:20][CH:21]=3)=[CH2:15])[CH:5]=[CH:4][C:3]1=2.[H][H]>C(OCC)(=O)C.[Pd]>[CH3:26][C:2]1([CH3:1])[CH2:11][CH2:10][C:9]([CH3:12])([CH3:13])[C:8]2[CH:7]=[C:6]([CH:14]([C:16]3[CH:17]=[C:18]([CH:19]=[CH:20][CH:21]=3)[C:22]([O:24][CH3:25])=[O:23])[CH3:15])[CH:5]=[CH:4][C:3]1=2. Starting materials: CC1(C=2C=CC(=CC2C(CC1)(C)C)C(=C)C=1C=C(C=CC1)C(=O)OC)C (methyl 3-[1-(5,5,8,8-tetramethyl-5,6,7,8-tetrahydro-2-naphthyl)vinyl]phenylcarboxylate), [H][H] (hydrogen). The reactants are C1(=CC=CC=C1)P(C1=CC=CC=C1)C1=CC=CC=C1 (Triphenylphosphine), N1=CC=CC=C1 (pyridine), ClC(C(=O)OC(C)(C)C)N1C(C(C1SCC#CCOC1OCCCC1)NC(C1=CC=CC=C1)(C1=CC=CC=C1)C1=CC=CC=C1)=O (1-(1-chloro-1-t-butoxycarbonylmethyl)-3-(triphenylmethylamino)-4-(4-tetrahydropyranyloxybut-2-ynylthio) azetidin-2-one). The solvent is C1CCOC1.O1CCOCC1 (THF dioxan). Product: C(C)(C)(C)OC(=O)C(=P(C1=CC=CC=C1)(C1=CC=CC=C1)C1=CC=CC=C1)N1C(C(C1SCC#CCOC1OCCCC1)NC(C1=CC=CC=C1)(C1=CC=CC=C1)C1=CC=CC=C1)=O (1-(1-t-butoxycarbonyl-1-triphenylphosphoranylidenemethyl)-3-(triphenylmethylamino)-4(4-tetrahydropyranyloxybut-2-ynylthio)azetidin-2-one). Yield: 53.9%. RXN SMILES: Cl[CH:2]([N:10]1[CH:13]([S:14][CH2:15][C:16]#[C:17][CH2:18][O:19][CH:20]2[CH2:25][CH2:24][CH2:23][CH2:22][O:21]2)[CH:12]([NH:26][C:27]([C:40]2[CH:45]=[CH:44][CH:43]=[CH:42][CH:41]=2)([C:34]2[CH:39]=[CH:38][CH:37]=[CH:36][CH:35]=2)[C:28]2[CH:33]=[CH:32][CH:31]=[CH:30][CH:29]=2)[C:11]1=[O:46])[C:3]([O:5][C:6]([CH3:9])([CH3:8])[CH3:7])=[O:4].[C:47]1([P:53]([C:60]2[CH:65]=[CH:64][CH:63]=[CH:62][CH:61]=2)[C:54]2[CH:59]=[CH:58][CH:57]=[CH:56][CH:55]=2)[CH:52]=[CH:51][CH:50]=[CH:49][CH:48]=1.N1C=CC=CC=1>C1COCC1.O1CCOCC1>[C:6]([O:5][C:3]([C:2]([N:10]1[CH:13]([S:14][CH2:15][C:16]#[C:17][CH2:18][O:19][CH:20]2[CH2:25][CH2:24][CH2:23][CH2:22][O:21]2)[CH:12]([NH:26][C:27]([C:40]2[CH:45]=[CH:44][CH:43]=[CH:42][CH:41]=2)([C:34]2[CH:39]=[CH:38][CH:37]=[CH:36][CH:35]=2)[C:28]2[CH:29]=[CH:30][CH:31]=[CH:32][CH:33]=2)[C:11]1=[O:46])=[P:53]([C:54]1[CH:55]=[CH:56][CH:57]=[CH:58][CH:59]=1)([C:60]1[CH:65]=[CH:64][CH:63]=[CH:62][CH:61]=1)[C:47]1[CH:48]=[CH:49][CH:50]=[CH:51][CH:52]=1)=[O:4])([CH3:9])([CH3:7])[CH3:8] |f:3.4|. Reported procedure: 1-(1-chloro-1-t-butoxycarbonylmethyl)-3-(triphenylmethylamino)-4-(4-tetrahydropyranyloxybut-2-ynylthio) azetidin-2-one (650mg) was dissolved in 1:1 THF/dioxan (12ml) under nitrogen. Triphenylphosphine (525mg) and pyridine (158mg) were added and the mixture heated at 55° for 15.5 hours. The reaction mixture was filtered and the filtrate evaporated. Dry toluene was added to the residue and the solution decanted from any solid and evaporated. Chromatography on silica afforded 1-(1-t-butoxycarbonyl-... The reactants are CCOC(C)=O, CN(C)C=O, CCOC(=O)C(=NOC)c1csc(N)n1, CCOC(=O)Cl, O, c1ccncc1. Product: CCOC(=O)Nc1nc(C(=NOC)C(=O)OCC)cs1. Reaction SMILES: [CH3:29][CH2:30][O:31][C:32](=[O:33])[CH3:34].[CH3:35][N:36]([CH3:37])[CH:38]=[O:39].[CH3:7][O:8][N:9]=[C:10]([C:11](=[O:12])[O:13][CH2:14][CH3:15])[c:16]1[n:17][c:18]([NH2:21])[s:19][cH:20]1.[Cl:22][C:23](=[O:24])[O:25][CH2:26][CH3:27].[OH2:28].[cH:1]1[cH:2][cH:3][n:4][cH:5][cH:6]1>>[CH3:7][O:8][N:9]=[C:10]([C:11](=[O:12])[O:13][CH2:14][CH3:15])[c:16]1[n:17][c:18]([NH:21][C:23](=[O:24])[O:25][CH2:26][CH3:27])[s:19][cH:20]1. Product: C1(CCCCC1)NC1=C(C(=O)NC2=CC=C3CCC(N(C3=C2)C)=O)C=CC(=N1)N1CCCCC1 (2-(cyclohexylamino)-N-(1-methyl-2-oxo-1,2,3,4-tetrahydroquinolin-7-yl)-6-piperidin-1-ylnicotinamide). Isolated yield 79.0%. Procedure details: A mixture of 2-(cyclohexylamino)-6-fluoro-N-(1-methyl-2-oxo-1,2,3,4-tetrahydroquinolin-7-yl)nicotinamide (150 mg), piperidine (64 mg), potassium carbonate (63 mg) and DMF was stirred at 60° C. for 18 hours. Then, water was added, followed by extraction with ethyl acetate. After drying the organic layer with magnesium sulfate, the solution was concentrated under a reduced pressure, and the residue was purified by silica gel column chromatography (basic silica gel, hexane:ethyl acetate, 2:1 to 1:1... As a reaction SMILES: [CH:1]1([NH:7][C:8]2[N:28]=[C:27](F)[CH:26]=[CH:25][C:9]=2[C:10]([NH:12][C:13]2[CH:22]=[C:21]3[C:16]([CH2:17][CH2:18][C:19](=[O:24])[N:20]3[CH3:23])=[CH:15][CH:14]=2)=[O:11])[CH2:6][CH2:5][CH2:4][CH2:3][CH2:2]1.[NH:30]1[CH2:35][CH2:34][CH2:33][CH2:32][CH2:31]1.C(=O)([O-])[O-].[K+].[K+].CN(C=O)C>O>[CH:1]1([NH:7][C:8]2[N:28]=[C:27]([N:30]3[CH2:35][CH2:34][CH2:33][CH2:32][CH2:31]3)[CH:26]=[CH:25][C:9]=2[C:10]([NH:12][C:13]2[CH:22]=[C:21]3[C:16]([CH2:17][CH2:18][C:19](=[O:24])[N:20]3[CH3:23])=[CH:15][CH:14]=2)=[O:11])[CH2:6][CH2:5][CH2:4][CH2:3][CH2:2]1 |f:2.3.4|. Run in O (water). The reactants are C1(CCCCC1)NC1=C(C(=O)NC2=CC=C3CCC(N(C3=C2)C)=O)C=CC(=N1)F (2-(cyclohexylamino)-6-fluoro-N-(1-methyl-2-oxo-1,2,3,4-tetrahydroquinolin-7-yl)nicotinamide), N1CCCCC1 (piperidine), C([O-])([O-])=O.[K+].[K+] (potassium carbonate), CN(C)C=O (DMF). Run at temperature 60 celsius, time 18 hour. Reaction SMILES: [CH2:1]([CH2:2][CH2:3][CH2:4][CH2:5][CH2:6][CH2:7][CH3:8])[CH:9]1[CH2:10][CH2:11][CH:12]([C:15](=[O:16])[OH:17])[CH2:13][CH2:14]1.[S:18]([Cl:19])([Cl:20])=[O:21]>>[CH2:1]([CH2:2][CH2:3][CH2:4][CH2:5][CH2:6][CH2:7][CH3:8])[CH:9]1[CH2:10][CH2:11][CH:12]([C:15](=[O:16])[OH:17])[CH2:13][CH2:14]1.[Cl-:20]. The product is CCCCCCCCC1CCC(C(=O)O)CC1, [Cl-]. The reactants are CCCCCCCCC1CCC(C(=O)O)CC1, O=S(Cl)Cl. The reactants are Cc1c(OCc2ccccc2)cc(C(C)(C)C)cc1[N+](=O)[O-], CO, NN, O. Yields the product Cc1c(N)cc(C(C)(C)C)cc1OCc1ccccc1. RXN SMILES: [CH2:1]([c:2]1[cH:3][cH:4][cH:5][cH:6][cH:7]1)[O:8][c:9]1[c:10]([CH3:22])[c:11]([N+:19]([O-:20])=[O:21])[cH:12][c:13]([C:15]([CH3:16])([CH3:17])[CH3:18])[cH:14]1.[CH3:26][OH:27].[NH2:24][NH2:25].[OH2:23]>>[CH2:1]([c:2]1[cH:3][cH:4][cH:5][cH:6][cH:7]1)[O:8][c:9]1[c:10]([CH3:22])[c:11]([NH2:19])[cH:12][c:13]([C:15]([CH3:16])([CH3:17])[CH3:18])[cH:14]1.